From a dataset of the Open Reaction Database (ORD), a public repository of structured organic reaction records. describe an organic reaction: reactants, conditions, products, and yield The reactants are NC1=CC(=C(C=C1)NC(OCC1=CC=CC=C1)=O)OC (benzyl N-(4-amino-2-methoxyphenyl)carbamate), N1=CC=CC=C1 (pyridine), O=P(Cl)(Cl)Cl (POCl3). Solvent: C(Cl)Cl (CH2Cl2). Reaction conditions: time 2 hour. Yields the product C(C1=CC=CC=C1)OC(=O)NC1=C(C=C(C=C1)NP(=O)(Cl)Cl)OC (N-(4-Benzyloxycarbonylamino-3-methoxyphenyl)phosphoramidoyl Dichloride). Reaction SMILES: [NH2:1][C:2]1[CH:7]=[CH:6][C:5]([NH:8][C:9](=[O:18])[O:10][CH2:11][C:12]2[CH:17]=[CH:16][CH:15]=[CH:14][CH:13]=2)=[C:4]([O:19][CH3:20])[CH:3]=1.N1C=CC=CC=1.[O:27]=[P:28](Cl)([Cl:30])[Cl:29]>C(Cl)Cl>[CH2:11]([O:10][C:9]([NH:8][C:5]1[CH:6]=[CH:7][C:2]([NH:1][P:28]([Cl:30])([Cl:29])=[O:27])=[CH:3][C:4]=1[O:19][CH3:20])=[O:18])[C:12]1[CH:17]=[CH:16][CH:15]=[CH:14][CH:13]=1. Procedure: A solution of benzyl N-(4-amino-2-methoxyphenyl)carbamate (IV; X=PhCH2OCONH, R1 =OCH3) (20 g, 73.5 mM) in CH2Cl2 (25 mL) was added over 5 min to a stirred, icecold, mixture of dry pyridine (25 mL) and POCl3 (100 mL), and the resulting mixture was stirred below 5° C. for a further 2 h. Precipitation with petroleum ether (500 mL) at -10° C. for 15 h gave crude solid product, which was isolated by decantation and washed with two portions of petroleum ether.